From a dataset of the Open Reaction Database (ORD), a public repository of structured organic reaction records. describe an organic reaction: reactants, conditions, products, and yield Reactants: CC1(C2=C(C(=CC=C2)P(C3=CC=CC=C3)C4=CC=CC=C4)OC5=C(C=CC=C51)P(C6=CC=CC=C6)C7=CC=CC=C7)C (Xantphos), O1CCOCC1 (dioxane), C(C1=CC=CC=C1)S (benzyl mercaptan), ClC1=CC=C2C(=CN=NC2=C1)C1=C(C=C(C=C1)C(F)(F)F)OC (7-chloro-4-(2-methoxy-4-(trifluoromethyl)phenyl)cinnoline). Reagents/catalysts: C=1C=CC(=CC1)/C=C/C(=O)/C=C/C2=CC=CC=C2.C=1C=CC(=CC1)/C=C/C(=O)/C=C/C2=CC=CC=C2.C=1C=CC(=CC1)/C=C/C(=O)/C=C/C2=CC=CC=C2.[Pd].[Pd] (Pd2(dba)3). The product is C(C1=CC=CC=C1)SC1=CC=C2C(=CN=NC2=C1)C1=C(C=C(C=C1)C(F)(F)F)OC (7-(benzylthio)-4-(2-methoxy-4-(trifluoromethyl)phenyl)cinnoline). The yield is 78.5%. As a reaction SMILES: Cl[C:2]1[CH:11]=[C:10]2[C:5]([C:6]([C:12]3[CH:17]=[CH:16][C:15]([C:18]([F:21])([F:20])[F:19])=[CH:14][C:13]=3[O:22][CH3:23])=[CH:7][N:8]=[N:9]2)=[CH:4][CH:3]=1.CC1(C)C2C(=C(P(C3C=CC=CC=3)C3C=CC=CC=3)C=CC=2)OC2C(P(C3C=CC=CC=3)C3C=CC=CC=3)=CC=CC1=2.O1CCOCC1.[CH2:72]([SH:79])[C:73]1[CH:78]=[CH:77][CH:76]=[CH:75][CH:74]=1>C1C=CC(/C=C/C(/C=C/C2C=CC=CC=2)=O)=CC=1.C1C=CC(/C=C/C(/C=C/C2C=CC=CC=2)=O)=CC=1.C1C=CC(/C=C/C(/C=C/C2C=CC=CC=2)=O)=CC=1.[Pd].[Pd]>[CH2:72]([S:79][C:2]1[CH:11]=[C:10]2[C:5]([C:6]([C:12]3[CH:17]=[CH:16][C:15]([C:18]([F:21])([F:20])[F:19])=[CH:14][C:13]=3[O:22][CH3:23])=[CH:7][N:8]=[N:9]2)=[CH:4][CH:3]=1)[C:73]1[CH:78]=[CH:77][CH:76]=[CH:75][CH:74]=1 |f:4.5.6.7.8|. Reported procedure: To a 2-5 ml microwave vial charged with 7-chloro-4-(2-methoxy-4-(trifluoromethyl)phenyl)cinnoline (0.140 g, 0.413 mmol) was added Xantphos (0.048 g, 0.083 mmol), Pd2(dba)3 (0.038 g, 0.041 mmol), dioxane (1.653 ml) DIEA (0.144 ml, 0.827 mmol) and benzyl mercaptan (0.051 ml, 0.434 mmol). The mixture was purged with argon and microwave irradiated at 140° C. for 10 hrs. The mixture was filtered through diatomaceous earth, dried under reduced pressure and the crude residue purified with a 40 g HP sil... Reactants: C(C)OC1=NC2=CC=CC=C2N=C1NC(OC1=CC=CC=C1)=O (Phenyl N-(2-ethoxyquinoxalin-3-yl)carbamate), CC=1C=C(C=C(C1)C)N1CCNCC1 (1-(3,5-dimethylphenyl)piperazine). Yields the product C(C)OC1=NC2=CC=CC=C2N=C1NC(=O)N1CCN(CC1)C1=CC(=CC(=C1)C)C (1-[(2-Ethoxyquinoxalin-3-yl)aminocarbonyl]-4-(3,5-dimethylphenyl)piperazine). Isolated yield 82.0%. Reaction SMILES: [CH2:1]([O:3][C:4]1[C:13]([NH:14][C:15](=[O:23])OC2C=CC=CC=2)=[N:12][C:11]2[C:6](=[CH:7][CH:8]=[CH:9][CH:10]=2)[N:5]=1)[CH3:2].[CH3:24][C:25]1[CH:26]=[C:27]([N:32]2[CH2:37][CH2:36][NH:35][CH2:34][CH2:33]2)[CH:28]=[C:29]([CH3:31])[CH:30]=1>>[CH2:1]([O:3][C:4]1[C:13]([NH:14][C:15]([N:35]2[CH2:36][CH2:37][N:32]([C:27]3[CH:28]=[C:29]([CH3:31])[CH:30]=[C:25]([CH3:24])[CH:26]=3)[CH2:33][CH2:34]2)=[O:23])=[N:12][C:11]2[C:6](=[CH:7][CH:8]=[CH:9][CH:10]=2)[N:5]=1)[CH3:2]. Reported procedure: Phenyl N-(2-ethoxyquinoxalin-3-yl)carbamate and 1-(3,5-dimethylphenyl)piperazine were reacted by the same way with the example 36 to obtain the titled compound. Starting materials: CCOC(=O)Nc1nc2cc(OC)c(OC)cc2nc1OC, Cc1cc(C)cc(N2CCNCC2)c1. The product is COc1cc2nc(NC(=O)N3CCN(c4cc(C)cc(C)c4)CC3)c(OC)nc2cc1OC. As a reaction SMILES: [CH3:1][O:2][c:3]1[n:4][c:5]2[cH:6][c:7]([O:21][CH3:22])[c:8]([O:19][CH3:20])[cH:9][c:10]2[n:11][c:12]1[NH:13][C:14]([O:15][CH2:16][CH3:17])=[O:18].[CH3:23][c:24]1[cH:25][c:26]([N:31]2[CH2:32][CH2:33][NH:34][CH2:35][CH2:36]2)[cH:27][c:28]([CH3:30])[cH:29]1>>[CH3:1][O:2][c:3]1[n:4][c:5]2[cH:6][c:7]([O:21][CH3:22])[c:8]([O:19][CH3:20])[cH:9][c:10]2[n:11][c:12]1[NH:13][C:14](=[O:18])[N:34]1[CH2:33][CH2:32][N:31]([c:26]2[cH:25][c:24]([CH3:23])[cH:29][c:28]([CH3:30])[cH:27]2)[CH2:36][CH2:35]1. The reactants are C1=CC(=CC2=C1C=CS2(=O)=O)[N+](=O)[O-] (6-nitro-1), CC(COC(N1NC2=CC=CC=C2C1C1=NC2=C(N1COCC[Si](C)(C)C)C=CC=C2)[SiH3])(C)C (2-(trimethyl-silanyl-ethoxymethyl]-3-{1-[2-(trimethyl-silanyl)-ethoxymethyl]1-H-benzoimidazol-2-yl}-1-H-indazole), [N+](=O)([O-])C1=CC=C2C(=NN(C2=C1)COCC[Si](C)(C)C)[Sn](C)(C)C (6-Nitro-1-[2-(trimethyl-silanyl)-ethoxymethyl]-3-(trimethyl-stannanyl)-1-H-indazole), IN1CN(C2=C1C=CC=C2)COCC[Si](C)(C)C (3-iodo-1-[2-(trimethyl-silanyl)-ethoxymethyl]-1-H-benzimidazole). The reagents and catalysts are [Cu]I (copper(I) iodide). The solvent is C1CCOC1 (THF). Yields the product [N+](=O)([O-])C1=CC=C2C(=NN(C2=C1)COCC[Si](C)(C)C)C1=NC2=C(N1COCC[Si](C)(C)C)C=CC=C2 (6-nitro-1-[2-(trimethyl-silanyl)-ethoxymethyl]-3-{1-[2-(trimethyl-silanyl)-ethoxymethyl]-1-H-benzoimidazol-2-yl}-1-H-indazole). Isolated yield 82.0%. As a reaction SMILES: C1C2C=CS(=O)(=O)C=2C=C([N+]([O-])=O)C=1.CC(C)(C)COC([SiH3])N1C([C:29]2[N:33]([CH2:34][O:35][CH2:36][CH2:37][Si:38]([CH3:41])([CH3:40])[CH3:39])[C:32]3[CH:42]=[CH:43][CH:44]=[CH:45][C:31]=3[N:30]=2)C2C(=CC=CC=2)N1.[N+:49]([C:52]1[CH:60]=[C:59]2[C:55]([C:56]([Sn](C)(C)C)=[N:57][N:58]2[CH2:61][O:62][CH2:63][CH2:64][Si:65]([CH3:68])([CH3:67])[CH3:66])=[CH:54][CH:53]=1)([O-:51])=[O:50].IN1C2C=CC=CC=2N(COCC[Si](C)(C)C)C1>[Cu]I.C1COCC1>[N+:49]([C:52]1[CH:60]=[C:59]2[C:55]([C:56]([C:29]3[N:33]([CH2:34][O:35][CH2:36][CH2:37][Si:38]([CH3:40])([CH3:41])[CH3:39])[C:32]4[CH:42]=[CH:43][CH:44]=[CH:45][C:31]=4[N:30]=3)=[N:57][N:58]2[CH2:61][O:62][CH2:63][CH2:64][Si:65]([CH3:68])([CH3:67])[CH3:66])=[CH:54][CH:53]=1)([O-:51])=[O:50]. Reported procedure: Preparation of 6-nitro-1-[2-(trimethyl-silanyl-ethoxymethyl]-3-{1-[2-(trimethyl-silanyl)-ethoxymethyl]1-H-benzoimidazol-2-yl}-1-H-indazole: 6-Nitro-1-[2-(trimethyl-silanyl)-ethoxymethyl]-3-(trimethyl-stannanyl)-1-H-indazole (7.50 g, 16.4 mmol), 3-iodo-1-[2-(trimethyl-silanyl)-ethoxymethyl]-1-H-benzimidazole (6.50 g, 17.4 mmol), and copper(I) iodide (313 mg, 1.64 mmol) were combined with dry THF (150 mL) in a flask purged with argon. Tetrakis(triphenylphosphine)palladium(0) was added, and the rea...